Dataset: the Open Reaction Database (ORD), a public repository of structured organic reaction records. Task: describe an organic reaction: reactants, conditions, products, and yield Starting materials: CC[O-].[Na+] (sodium ethylate), O (water), C(C)OC(=O)C=1NC=C(C1)[N+](=O)[O-] (4-Nitro-1H-pyrrole-2-carboxylic acid ethyl ester), CI (CH3I). Solvent: CCO (EtOH), C(Cl)(Cl)Cl (chloroform). Run at temperature 80 celsius. The product is C(C)OC(=O)C=1N(C=C(C1)[N+](=O)[O-])CCC (1-propyl-4-nitro-1H-pyrrole-2-carboxylic acid ethyl ester). Yield: 77.0%. As a reaction SMILES: [CH2:1]([O:3][C:4]([C:6]1[NH:7][CH:8]=[C:9]([N+:11]([O-:13])=[O:12])[CH:10]=1)=[O:5])[CH3:2].[CH3:14][CH2:15][O-].[Na+].[CH3:18]I.O>CCO.C(Cl)(Cl)Cl>[CH2:1]([O:3][C:4]([C:6]1[N:7]([CH2:18][CH2:15][CH3:14])[CH:8]=[C:9]([N+:11]([O-:13])=[O:12])[CH:10]=1)=[O:5])[CH3:2] |f:1.2|. Reported procedure: 4-Nitro-1H-pyrrole-2-carboxylic acid ethyl ester (5 g) was dissolved in 50 ml of dry EtOH, 50 ml of 1M sodium ethylate was added followed with 10 ml of CH3I. The reaction mixture was heated at 80° C. for 4 hours, cooled down to room temperature and distributed between water and chloroform. The organic phase was washed with water, dried with sodium sulfate and evaporated. The residue was recrystallized from hexane to yield 4.72 g (77%) of 1-propyl-4-nitro-1H-pyrrole-2-carboxylic acid ethyl ester ... The reactants are ClC1=NC=C(N=C1C)C (2-chloro-3,5-dimethylpyrazine), C1(=CC=CC2=CC=CC=C12)B(O)O (1-naphthylboronic acid), C([O-])([O-])=O.[Na+].[Na+] (sodium carbonate). The reagents and catalysts are C1=CC=C(C=C1)P(C2=CC=CC=C2)C3=CC=CC=C3.C1=CC=C(C=C1)P(C2=CC=CC=C2)C3=CC=CC=C3.Cl[Pd]Cl (bis(triphenylphosphine)palladium(II)dichloride). The solvent is O (water), O (water), C(C)#N (acetonitrile). The product is C1(=CC=CC2=CC=CC=C12)C1=NC=C(N=C1C)C (2-(1-naphthyl)-3,5-dimethylpyrazine). Isolated yield 59.0%. RXN SMILES: Cl[C:2]1[C:7]([CH3:8])=[N:6][C:5]([CH3:9])=[CH:4][N:3]=1.[C:10]1(B(O)O)[C:19]2[C:14](=[CH:15][CH:16]=[CH:17][CH:18]=2)[CH:13]=[CH:12][CH:11]=1.C(=O)([O-])[O-].[Na+].[Na+]>C1C=CC(P(C2C=CC=CC=2)C2C=CC=CC=2)=CC=1.C1C=CC(P(C2C=CC=CC=2)C2C=CC=CC=2)=CC=1.Cl[Pd]Cl.O.C(#N)C>[C:18]1([C:2]2[C:7]([CH3:8])=[N:6][C:5]([CH3:9])=[CH:4][N:3]=2)[C:19]2[C:14](=[CH:13][CH:12]=[CH:11][CH:10]=2)[CH:15]=[CH:16][CH:17]=1 |f:2.3.4,5.6.7|. Procedure details: First, into a recovery flask equipped with a reflux pipe were put 2.05 g of 2-chloro-3,5-dimethylpyrazine, 2.48 g of 1-naphthylboronic acid, 1.53 g of sodium carbonate, 0.066 g of bis(triphenylphosphine)palladium(II)dichloride (abbreviation: Pd(PPh3)2Cl2), 15 mL of water, and 15 mL of acetonitrile, and the air in the flask was replaced with argon. This reaction container was subjected to irradiation with microwaves (2.45 GHz, 100 W) for 10 minutes, whereby heating was performed. After that, wate... Reactants: C, CCO, Cl, CC(C)=Cc1c(C)c(N)c(C)c2c1OC(C)(C)C2, [Pd]. Yields the product Cl, Cc1c(N)c(C)c2c(c1CC(C)C)OC(C)(C)C2. RXN SMILES: [C:23].[CH3:20][CH2:21][OH:22].[ClH:19].[NH2:1][c:2]1[c:3]([CH3:18])[c:4]([CH:14]=[C:15]([CH3:16])[CH3:17])[c:5]2[c:6]([c:12]1[CH3:13])[CH2:7][C:8]([CH3:10])([CH3:11])[O:9]2.[Pd:24]>>[ClH:19].[NH2:1][c:2]1[c:3]([CH3:18])[c:4]([CH2:14][CH:15]([CH3:16])[CH3:17])[c:5]2[c:6]([c:12]1[CH3:13])[CH2:7][C:8]([CH3:10])([CH3:11])[O:9]2. Reactants: C1(CC1)B(O)O (cyclopropylboronic acid), CN(C)C1=NC=CC=C1 (dimethylaminopyridine), solution, C[Si](C)(C)[N-][Si](C)(C)C.[Na+] (sodium bis(trimethylsilyl)amide), N1(CCOCC1)C=1N=C(NC(C1)=O)CC(=O)OCC (ethyl [4-(morpholin-4-yl)-6-oxo-1,6-dihydropyrimidin-2-yl]acetate), Cl (hydrochloric acid). Reagents/catalysts: C(C)(=O)[O-].[Cu+2].C(C)(=O)[O-] (copper(II) acetate). The solvent is C1(=CC=CC=C1)C (toluene), ClCCl (dichloromethane). Reaction conditions: temperature 95 celsius. Yields the product C1(CC1)N1C(=NC(=CC1=O)N1CCOCC1)CC(=O)OCC (ethyl (1-cyclopropyl-4-morpholin-4-yl-6-oxo-1,6-dihydropyrimidin-2-yl)acetate). The yield is 7.8%. Reaction SMILES: [CH:1]1(B(O)O)[CH2:3][CH2:2]1.CN(C1C=CC=CN=1)C.C[Si]([N-][Si](C)(C)C)(C)C.[Na+].[N:26]1([C:32]2[N:33]=[C:34]([CH2:39][C:40]([O:42][CH2:43][CH3:44])=[O:41])[NH:35][C:36](=[O:38])[CH:37]=2)[CH2:31][CH2:30][O:29][CH2:28][CH2:27]1.Cl>C1(C)C=CC=CC=1.C([O-])(=O)C.[Cu+2].C([O-])(=O)C.ClCCl>[CH:1]1([N:35]2[C:36](=[O:38])[CH:37]=[C:32]([N:26]3[CH2:31][CH2:30][O:29][CH2:28][CH2:27]3)[N:33]=[C:34]2[CH2:39][C:40]([O:42][CH2:43][CH3:44])=[O:41])[CH2:3][CH2:2]1 |f:2.3,7.8.9|. Reported procedure: 643 mg of cyclopropylboronic acid, 680 g of copper(II) acetate, 1.37 g of dimethylaminopyridine and, finally, 6.23 ml of a solution of sodium bis(trimethylsilyl)amide (0.6M in toluene) are added, using a dropping funnel, to a solution of 1 g of ethyl [4-(morpholin-4-yl)-6-oxo-1,6-dihydropyrimidin-2-yl]acetate, prepared in step 1d of example 1d, in 12 ml of toluene. The reaction mixture is heated at 95° C. for 16 and then cooled to ambient temperature. After the addition of 20 ml of an aqueous 1N... Starting materials: NC1=CC=CC=C1 (aniline), C1(C[C@@H](C)O1)=O ((R)-β-butyrolactone), C(=O)([O-])[O-].[K+].[K+] (K2CO3). Reaction conditions: temperature 80.85 celsius. Yields the product C1(=CC=CC=C1)N[C@H](CC(=O)O)C ((S)-3-Phenylamino-butyric acid). Reaction SMILES: [NH2:1][C:2]1[CH:7]=[CH:6][CH:5]=[CH:4][CH:3]=1.[C:8]1(=[O:13])[O:12][C@H:10]([CH3:11])[CH2:9]1.C([O-])([O-])=O.[K+].[K+]>>[C:2]1([NH:1][C@@H:10]([CH3:11])[CH2:9][C:8]([OH:13])=[O:12])[CH:7]=[CH:6][CH:5]=[CH:4][CH:3]=1 |f:2.3.4|. Procedure: A jacketed 30-L 3-neck bottom-valve cylindrical reactor equipped with overhead stirrer, reflux condenser, addition funnel, and N2 inlet was flushed with N2. Water (8.7 L) was charged followed by aniline (423 L, 4.9 mol). Stirring was initiated and the internal temperature set for 80° C. After the internal temperature reached 77° C., (R)-β-butyrolactone was charged over 1.5 h via addition funnel. The internal temperature was maintained between 80-81.7° C. during the course of addition. Once addit... Reactants: ClC1=NC=NC2=CC(=C(C=C12)OC)OCCCC(=O)OCC (Ethyl 4-(4-chloro-6-methoxyquinazolin-7-yloxy)butanoate), FC1=C2C=C(NC2=CC=C1O)C (4-fluoro-2-methyl-1H-indol-5-ol), C([O-])([O-])=O.[Cs+].[Cs+] (cesium carbonate). Solvent: C(C)(=O)OCC (ethyl acetate), C(C)#N (acetonitrile). Conditions: temperature 50 celsius, time 2 hour. Yields the product FC1=C2C=C(NC2=CC=C1OC1=NC=NC2=CC(=C(C=C12)OC)OCCCC(=O)OCC)C (Ethyl 4-(4-(4-fluoro-2-methyl-1H-indol-5-yloxy)-6-methoxyquinazolin-7-yloxy)butanoate). The yield is 84.5%. Reaction SMILES: Cl[C:2]1[C:11]2[C:6](=[CH:7][C:8]([O:14][CH2:15][CH2:16][CH2:17][C:18]([O:20][CH2:21][CH3:22])=[O:19])=[C:9]([O:12][CH3:13])[CH:10]=2)[N:5]=[CH:4][N:3]=1.[F:23][C:24]1[C:32]([OH:33])=[CH:31][CH:30]=[C:29]2[C:25]=1[CH:26]=[C:27]([CH3:34])[NH:28]2.C(=O)([O-])[O-].[Cs+].[Cs+]>C(#N)C.C(OCC)(=O)C>[F:23][C:24]1[C:32]([O:33][C:2]2[C:11]3[C:6](=[CH:7][C:8]([O:14][CH2:15][CH2:16][CH2:17][C:18]([O:20][CH2:21][CH3:22])=[O:19])=[C:9]([O:12][CH3:13])[CH:10]=3)[N:5]=[CH:4][N:3]=2)=[CH:31][CH:30]=[C:29]2[C:25]=1[CH:26]=[C:27]([CH3:34])[NH:28]2 |f:2.3.4|. Reported procedure: To a solution of Compound 6 (5.0 g, 15.39 mmol) and 4-fluoro-2-methyl-1H-indol-5-ol (3.56 g, 21.55 mmol) in acetonitrile (50 mL) was added cesium carbonate (15.05 g, 46.18 mmol). The reaction mixture was stirred at 50° C. for 2 h. TLC showed that no starting material remained. The inorganic material was removed by filtration and the filtrate was concentrated to give a brown solid. The solid was dissolved in ethyl acetate (100 mL) and washed with water (100 mL×2). The organic phase was concentrat...